From a dataset of the Open Reaction Database (ORD), a public repository of structured organic reaction records. describe an organic reaction: reactants, conditions, products, and yield Reactants: ClC1=C(C=C(C=C1)NC(=O)C1=C(OC=C1)C)OCC=C(C)C (N-[4-chloro-3-(3-methyl-2-butenyloxy)phenyl]-2-methyl-3-furancarboxamide), C([O-])(O)=O.[Na+] (sodium bicarbonate), COC=1C=CC(=CC1)P2(=S)SP(=S)(S2)C=3C=CC(=CC3)OC (Lawesson's reagent). Solvent: C1(=CC=CC=C1)C (toluene). Run at temperature 85 celsius. The product is ClC1=C(C=C(C=C1)NC(=S)C1=C(OC=C1)C)OCC=C(C)C (N-[4-chloro-3-(3-methyl-2-butenyloxy)phenyl]-2-methyl-3-furancarbothioamide). Reaction SMILES: [Cl:1][C:2]1[CH:7]=[CH:6][C:5]([NH:8][C:9]([C:11]2[CH:15]=[CH:14][O:13][C:12]=2[CH3:16])=O)=[CH:4][C:3]=1[O:17][CH2:18][CH:19]=[C:20]([CH3:22])[CH3:21].C(=O)(O)[O-].[Na+].COC1C=CC(P2(SP(C3C=CC(OC)=CC=3)(=S)S2)=[S:37])=CC=1>C1(C)C=CC=CC=1>[Cl:1][C:2]1[CH:7]=[CH:6][C:5]([NH:8][C:9]([C:11]2[CH:15]=[CH:14][O:13][C:12]=2[CH3:16])=[S:37])=[CH:4][C:3]=1[O:17][CH2:18][CH:19]=[C:20]([CH3:22])[CH3:21] |f:1.2|. Procedure details: A reaction mixture of N-[4-chloro-3-(3-methyl-2-butenyloxy)phenyl]-2-methyl-3-furancarboxamide (4 g), sodium bicarbonate (7.4 g) and Lawesson's reagent (3.6 g) in toluene (168 mL) was gradually heated to 85° C. over 1½ hours and then held at this temperature for a further 2½ hours. The reaction mixture was then cooled and filtered through a plug of neutral aluminum oxide and eluted with ether:petroleum ether (1:1). Evaporation of the solvent gave the product, N-[4-chloro-3-(3-methyl-2-butenyloxy... The reactants are ClCC(=O)O (α-chloroacetic acid), [OH-].[Na+] (sodium hydroxide), C([O-])(O)=O.[Na+] (sodium bicarbonate), ClC1=CC=C(C=C1)S (p-chlorobenzenethiol). Solvent: O (water), O (water). Conditions: time 1.25 hour. Product: ClC1=CC=C(C=C1)CC(=S)O (p-Chlorophenylthioacetic Acid). Yield: 78.5%. As a reaction SMILES: [Cl:1][CH2:2][C:3](O)=O.[C:6](=O)(O)[O-].[Na+].Cl[C:12]1[CH:17]=C[C:15]([SH:18])=[CH:14][CH:13]=1.[OH-:19].[Na+]>O>[Cl:1][C:2]1[CH:3]=[CH:6][C:13]([CH2:14][C:15]([OH:19])=[S:18])=[CH:12][CH:17]=1 |f:1.2,4.5|. Reported procedure: 72.0 g. (0.76 mole) of α-chloroacetic acid, 40.0 g. of sodium bicarbonate, and 2 l. of water were placed in a 4 l. beaker and 110 g. (0.76 mole) of p-chlorobenzenethiol and 30 g. of sodium hydroxide in 200 ml. of water were added. After 0.5 to 2 hrs. on a steam bath the mixture was cooled, filtered, and the filtrate treated with 41 ml. of sulfuric acid (previously diluted to 100 ml. with water). The product was collected on a Buchner funnel and purified by dissolving in dilute aqueous sodium hyd... Starting materials: CCNCC, CC1C(=O)N(C(CO)CCN2CCC3(CC3)C(O)C2)CCN1C(=O)OCc1ccccc1, CC(=O)OC(C)=O, c1ccncc1. The product is CC(=O)OCC(CCN1CCC2(CC2)C(O)C1)N1CCN(C(=O)OCc2ccccc2)C(C)C1=O. As a reaction SMILES: [CH2:46]([NH:47][CH2:48][CH3:49])[CH3:50].[CH2:8]([c:9]1[cH:10][cH:11][cH:12][cH:13][cH:14]1)[O:15][C:16](=[O:17])[N:18]1[CH:19]([CH3:39])[C:20](=[O:38])[N:21]([CH:24]([CH2:25][CH2:26][N:27]2[CH2:28][CH:29]([OH:35])[C:30]3([CH2:31][CH2:32]3)[CH2:33][CH2:34]2)[CH2:36][OH:37])[CH2:22][CH2:23]1.[CH3:1][C:2](=[O:3])[O:4][C:5](=[O:6])[CH3:7].[cH:40]1[cH:41][cH:42][n:43][cH:44][cH:45]1>>[CH3:1][C:2](=[O:3])[O:37][CH2:36][CH:24]([N:21]1[C:20](=[O:38])[CH:19]([CH3:39])[N:18]([C:16]([O:15][CH2:8][c:9]2[cH:10][cH:11][cH:12][cH:13][cH:14]2)=[O:17])[CH2:23][CH2:22]1)[CH2:25][CH2:26][N:27]1[CH2:28][CH:29]([OH:35])[C:30]2([CH2:31][CH2:32]2)[CH2:33][CH2:34]1. Reactants: CCI, CCOC(C)=O, CC(O)C1CCC2C3CCC4CC(N)CCC4(C)C3CCC12C, [Na+], [Na+], O=C([O-])[O-]. The product is CCNC1CCC2(C)C(CCC3C2CCC2(C)C(C(C)O)CCC32)C1. Reaction SMILES: [CH2:1]([CH3:2])[I:3].[CH3:33][CH2:34][O:35][C:36](=[O:37])[CH3:38].[NH2:4][CH:5]1[CH2:6][CH:7]2[CH2:8][CH2:9][CH:10]3[CH:11]4[CH2:12][CH2:13][CH:14]([CH:15]([CH3:16])[OH:17])[C:18]4([CH3:26])[CH2:19][CH2:20][CH:21]3[C:22]2([CH3:25])[CH2:23][CH2:24]1.[Na+:27].[Na+:28].[O-:29][C:30](=[O:31])[O-:32]>>[CH2:1]([CH3:2])[NH:4][CH:5]1[CH2:6][CH:7]2[CH2:8][CH2:9][CH:10]3[CH:11]4[CH2:12][CH2:13][CH:14]([CH:15]([CH3:16])[OH:17])[C:18]4([CH3:26])[CH2:19][CH2:20][CH:21]3[C:22]2([CH3:25])[CH2:23][CH2:24]1. Starting materials: CC(C)c1c(C(=O)NCc2ccc(F)c(F)c2)c2ccc(O)cc2n1Cc1ccccc1, CCCCCCI, [K+], [K+], O=C([O-])[O-], CN(C)C=O. The product is CCCCCCOc1ccc2c(C(=O)NCc3ccc(F)c(F)c3)c(C(C)C)n(Cc3ccccc3)c2c1. Reaction SMILES: [CH2:1]([c:2]1[cH:3][cH:4][cH:5][cH:6][cH:7]1)[n:8]1[c:9]([CH:30]([CH3:31])[CH3:32])[c:10]([C:18](=[O:19])[NH:20][CH2:21][c:22]2[cH:23][c:24]([F:29])[c:25]([F:28])[cH:26][cH:27]2)[c:11]2[cH:12][cH:13][c:14]([OH:17])[cH:15][c:16]12.[I:39][CH2:40][CH2:41][CH2:42][CH2:43][CH2:44][CH3:45].[K+:33].[K+:34].[O-:35][C:36]([O-:37])=[O:38].[O:46]=[CH:47][N:48]([CH3:49])[CH3:50]>>[CH2:1]([c:2]1[cH:3][cH:4][cH:5][cH:6][cH:7]1)[n:8]1[c:9]([CH:30]([CH3:31])[CH3:32])[c:10]([C:18](=[O:19])[NH:20][CH2:21][c:22]2[cH:23][c:24]([F:29])[c:25]([F:28])[cH:26][cH:27]2)[c:11]2[cH:12][cH:13][c:14]([O:17][CH2:40][CH2:41][CH2:42][CH2:43][CH2:44][CH3:45])[cH:15][c:16]12. Yields the product CC(=O)OC1CC(C2(c3ccccc3)OC(C(C)(C)C)OC2=O)CC1=O. As a reaction SMILES: [C:1]([CH3:2])([CH3:3])([CH3:4])[CH:5]1[O:6][C:7]([c:11]2[cH:12][cH:13][cH:14][cH:15][cH:16]2)([CH:17]2[CH2:18][CH:19]([OH:23])[C:20](=[O:22])[CH2:21]2)[C:8](=[O:10])[O:9]1.[CH3:24][C:25](=[O:26])[O:27][C:28](=[O:29])[CH3:30].[CH3:37][CH2:38][O:39][C:40](=[O:41])[CH3:42].[cH:31]1[cH:32][cH:33][n:34][cH:35][cH:36]1>>[C:1]([CH3:2])([CH3:3])([CH3:4])[CH:5]1[O:6][C:7]([c:11]2[cH:12][cH:13][cH:14][cH:15][cH:16]2)([CH:17]2[CH2:18][CH:19]([O:23][C:25]([CH3:24])=[O:26])[C:20](=[O:22])[CH2:21]2)[C:8](=[O:10])[O:9]1. Starting materials: CC(C)(C)C1OC(=O)C(c2ccccc2)(C2CC(=O)C(O)C2)O1, CC(=O)OC(C)=O, CCOC(C)=O, c1ccncc1. The reactants are CC(=O)O[BH-](OC(C)=O)OC(C)=O, C1CCOC1, CCOCC, CNc1nccc(-c2c(-c3ccc(F)cc3)ncn2C2CCNCC2)n1, [Na+], O=Cc1ccon1. The product is CNc1nccc(-c2c(-c3ccc(F)cc3)ncn2C2CCN(Cc3ccon3)CC2)n1. Reaction SMILES: [C:1]([O:2][BH-:3]([O:4][C:5](=[O:6])[CH3:7])[O:8][C:9](=[O:10])[CH3:11])(=[O:12])[CH3:13].[CH2:53]1[O:54][CH2:55][CH2:56][CH2:57]1.[CH3:48][CH2:49][O:50][CH2:51][CH3:52].[F:15][c:16]1[cH:17][cH:18][c:19](-[c:22]2[n:23][cH:24][n:25]([CH:35]3[CH2:36][CH2:37][NH:38][CH2:39][CH2:40]3)[c:26]2-[c:27]2[n:28][c:29]([NH:33][CH3:34])[n:30][cH:31][cH:32]2)[cH:20][cH:21]1.[Na+:14].[o:41]1[n:42][c:43]([CH:46]=[O:47])[cH:44][cH:45]1>>[F:15][c:16]1[cH:17][cH:18][c:19](-[c:22]2[n:23][cH:24][n:25]([CH:35]3[CH2:36][CH2:37][N:38]([CH2:46][c:43]4[n:42][o:41][cH:45][cH:44]4)[CH2:39][CH2:40]3)[c:26]2-[c:27]2[n:28][c:29]([NH:33][CH3:34])[n:30][cH:31][cH:32]2)[cH:20][cH:21]1. Starting materials: BrC=1C(=C(C=C(C1C)Cl)C(C)NC1=C2N=CN(C2=NC=N1)C1OCCCC1)OC (N-[1-(3-Bromo-5-chloro-2-methoxy-4-methylphenyl)ethyl]-9-(tetrahydro-2H-pyran-2-yl)-9H-purin-6-amine), COC=1C=C(C=NC1)B(O)O ((5-methoxypyridin-3-yl)boronic acid), C([O-])([O-])=O.[Na+].[Na+] (sodium carbonate), Cl (hydrogen chloride), O (water). Reagents/catalysts: C=1C=CC(=CC1)[P](C=2C=CC=CC2)(C=3C=CC=CC3)[Pd]([P](C=4C=CC=CC4)(C=5C=CC=CC5)C=6C=CC=CC6)([P](C=7C=CC=CC7)(C=8C=CC=CC8)C=9C=CC=CC9)[P](C=1C=CC=CC1)(C=1C=CC=CC1)C=1C=CC=CC1 (tetrakis(triphenylphosphine)palladium(0)). Run in O1CCOCC1 (1,4-dioxane), CO (MeOH). Run at temperature 100 celsius. Product: ClC=1C(=C(C(=C(C1)C(C)NC1=C2N=CNC2=NC=N1)OC)C=1C=NC=C(C1)OC)C (N-{1-[5-Chloro-2-methoxy-3-(5-methoxypyridin-3-yl)-4-methylphenyl]ethyl}-9H-purin-6-amine). As a reaction SMILES: Br[C:2]1[C:3]([O:28][CH3:29])=[C:4]([CH:10]([NH:12][C:13]2[N:21]=[CH:20][N:19]=[C:18]3[C:14]=2[N:15]=[CH:16][N:17]3C2CCCCO2)[CH3:11])[CH:5]=[C:6]([Cl:9])[C:7]=1[CH3:8].[CH3:30][O:31][C:32]1[CH:33]=[C:34](B(O)O)[CH:35]=[N:36][CH:37]=1.C(=O)([O-])[O-].[Na+].[Na+].Cl.O>CO.C1C=CC([P]([Pd]([P](C2C=CC=CC=2)(C2C=CC=CC=2)C2C=CC=CC=2)([P](C2C=CC=CC=2)(C2C=CC=CC=2)C2C=CC=CC=2)[P](C2C=CC=CC=2)(C2C=CC=CC=2)C2C=CC=CC=2)(C2C=CC=CC=2)C2C=CC=CC=2)=CC=1.O1CCOCC1>[Cl:9][C:6]1[C:7]([CH3:8])=[C:2]([C:34]2[CH:35]=[N:36][CH:37]=[C:32]([O:31][CH3:30])[CH:33]=2)[C:3]([O:28][CH3:29])=[C:4]([CH:10]([NH:12][C:13]2[N:21]=[CH:20][N:19]=[C:18]3[C:14]=2[N:15]=[CH:16][NH:17]3)[CH3:11])[CH:5]=1 |f:2.3.4,^1:54,56,75,94|. Reported procedure: Into a microwave vial was added N-[1-(3-bromo-5-chloro-2-methoxy-4-methylphenyl)ethyl]-9-(tetrahydro-2H-pyran-2-yl)-9H-purin-6-amine (0.12 g, 0.25 mmol) isolated in step 2, (5-methoxypyridin-3-yl)boronic acid (0.046 g, 0.30 mmol), 10% sodium carbonate (0.60 mL, 0.62 mmol), 1,4-dioxane (1.5 mL) and tetrakis(triphenylphosphine)palladium(0) (0.017 g, 0.015 mmol), the mixture was bubbled with N2 for 5 min and then heated at 100° C. for 2 hours. The resulting mixture was cooled to room temperature an... The reactants are ClC1=CC(=NC=2C=C3C(=CC=CN3C21)C2=C(C=C(C=C2C)C)C)C (4-chloro-2-methyl-9-(2,4,6-trimethylphenyl)pyridino[2,3-b]-indolizine), C(CN)N (ethylene diamine). The solvent is CN1CCCC1=O (NMP). The product is NCCNC1=CC(=NC=2C=C3C(=CC=CN3C21)C2=C(C=C(C=C2C)C)C)C ((2-Aminoethyl)[2-methyl-9-(2,4,6-trimethylphenyl)-pyridino[2,3-b]indolizin-4-yl]amine). RXN SMILES: Cl[C:2]1[C:14]2[N:13]3[C:8]([C:9]([C:15]4[C:20]([CH3:21])=[CH:19][C:18]([CH3:22])=[CH:17][C:16]=4[CH3:23])=[CH:10][CH:11]=[CH:12]3)=[CH:7][C:6]=2[N:5]=[C:4]([CH3:24])[CH:3]=1.[CH2:25]([NH2:28])[CH2:26][NH2:27]>CN1C(=O)CCC1>[NH2:27][CH2:26][CH2:25][NH:28][C:2]1[C:14]2[N:13]3[C:8]([C:9]([C:15]4[C:20]([CH3:21])=[CH:19][C:18]([CH3:22])=[CH:17][C:16]=4[CH3:23])=[CH:10][CH:11]=[CH:12]3)=[CH:7][C:6]=2[N:5]=[C:4]([CH3:24])[CH:3]=1. Procedure details: Heat a solution of 4-chloro-2-methyl-9-(2,4,6-trimethylphenyl)pyridino[2,3-b]-indolizine (0.35 g, 1.04 mmol), and ethylene diamine (0.32 g, 1.04 mmol) in dry NMP (3 mL) at 100° C. for 5 h. Pour the cooled mixture onto water (30 mL) and extract twice with EtOAc (30 mL). Wash the combined extract with brine (30 mL), dry, and evaporate in vacuo. Purify by preparative TLC (20% MeOH in CH2Cl2 with 1% ammonium hydroxide) to obtain the title compound as a colorless oil. Reactants: Cl (hydrogen chloride), O1CCCC12CCN(CC2)C(=O)OC(C)(C)C (1,1-dimethylethyl 1-oxa-8-azaspiro[4.5]decane-8-carboxylate). The solvent is CO (methanol). Conditions: time 3 hour. Product: Cl.O1CCCC12CCNCC2 (1-Oxa-8-azaspiro[4.5]decane Hydrochloride). The yield is 98.0%. Reaction SMILES: [ClH:1].[O:2]1[C:6]2([CH2:11][CH2:10][N:9](C(OC(C)(C)C)=O)[CH2:8][CH2:7]2)[CH2:5][CH2:4][CH2:3]1>CO>[ClH:1].[O:2]1[C:6]2([CH2:11][CH2:10][NH:9][CH2:8][CH2:7]2)[CH2:5][CH2:4][CH2:3]1 |f:3.4|. Reported procedure: Methanolic hydrogen chloride (3M, 20 mL) was added over 10 minutes to a stirred, cooled (0° C.) solution of 1,1-dimethylethyl 1-oxa-8-azaspiro[4.5]decane-8-carboxylate (Description 74, 3.18 g, 13.2 mmol) in methanol (10 mL) and the mixture was stirred at room temperature for 3 hours. The solvent was evaporated under reduced pressure to give the title compound (2.29 g, 98%). m/z (ES+) 142 (M+1).